This data is from the Open Reaction Database (ORD), a public repository of structured organic reaction records. The task is: describe an organic reaction: reactants, conditions, products, and yield Reactants: C1(=CC=CC=C1)C (toluene), CC=1NC2=CC=CC=C2C1CC(=O)OC (methyl 2-(2-methyl-1H-indol-3-yl)acetate), [N+](=O)([O-])C1=CC=C(CBr)C=C1 (p-nitro benzyl bromide), C([O-])([O-])=O.[Cs+].[Cs+] (cesium carbonate). The reagents and catalysts are [Br-].C(CCCCCCCCCCCCCCC)[P+](CCCC)(CCCC)CCCC (cetyl tributyl phosphonium bromide). Run in O (water). The product is CC=1N(C2=CC=CC=C2C1CC(=O)OC)CC1=CC=C(C=C1)[N+](=O)[O-] (methyl 2-[2-methyl-1-(4-nitrobenzyl)-1H-indol-3-yl]acetate). The yield is 3.7%. Reaction SMILES: C1(C)C=CC=CC=1.[CH3:8][C:9]1[NH:10][C:11]2[C:16]([C:17]=1[CH2:18][C:19]([O:21][CH3:22])=[O:20])=[CH:15][CH:14]=[CH:13][CH:12]=2.[N+:23]([C:26]1[CH:33]=[CH:32][C:29]([CH2:30]Br)=[CH:28][CH:27]=1)([O-:25])=[O:24].C(=O)([O-])[O-].[Cs+].[Cs+]>[Br-].C([P+](CCCC)(CCCC)CCCC)CCCCCCCCCCCCCCC.O>[CH3:8][C:9]1[N:10]([CH2:30][C:29]2[CH:32]=[CH:33][C:26]([N+:23]([O-:25])=[O:24])=[CH:27][CH:28]=2)[C:11]2[C:16]([C:17]=1[CH2:18][C:19]([O:21][CH3:22])=[O:20])=[CH:15][CH:14]=[CH:13][CH:12]=2 |f:3.4.5,6.7|. Procedure details: Into 100 mL toluene were added methyl 2-(2-methyl-1H-indol-3-yl)acetate (4.9 g, 24.1 mmol), p-nitro benzyl bromide (5.18 g, 24.0 mmol), cesium carbonate (9.38 g, 28.8 mmol), and cetyl tributyl phosphonium bromide (1.58 g, 3.1 mmol). Upon completion of addition, it was reacted at 110° C. for 6 hours. Upon completion of the reaction, it was cooled, water was added, and extracted with diethyl ether. The extract was washed with water. The organic phase was rotate evaporated to dryness, and purified ...